Dataset: the Open Reaction Database (ORD), a public repository of structured organic reaction records. Task: describe an organic reaction: reactants, conditions, products, and yield Reactants: Cl (HCl), CO (MeOH), C(C=C)C=1C=C(C=NC1Cl)OC[C@H]1NCCC1 (5-allyl-6-chloro-3-(2-(S)-pyrrolidinylmethoxy)pyridine), Cl (hydrogen chloride), CI NH3. Solvent: CCOCC (Et2O). The product is Cl.C(C=C)C=1C=C(C=NC1Cl)OC[C@H]1NCCC1 (5-Allyl-6-chloro-3-(2-(S)-pyrrolidinylmethoxy)pyridine hydrochloride). RXN SMILES: [CH2:1]([C:4]1[CH:5]=[C:6]([O:11][CH2:12][C@@H:13]2[CH2:17][CH2:16][CH2:15][NH:14]2)[CH:7]=[N:8][C:9]=1[Cl:10])[CH:2]=[CH2:3].Cl.CO>CCOCC>[ClH:10].[CH2:1]([C:4]1[CH:5]=[C:6]([O:11][CH2:12][C@@H:13]2[CH2:17][CH2:16][CH2:15][NH:14]2)[CH:7]=[N:8][C:9]=1[Cl:10])[CH:2]=[CH2:3] |f:4.5|. Procedure: To a solution of 5-allyl-6-chloro-3-(2-(S)-pyrrolidinylmethoxy)pyridine in Et2O was added hydrogen chloride (1.0 M in Et2O) carefully to afford the tittle compound: 1H NMR (D2O) δ 1.94 (m, 1H), 2.04-2.22 (m, 2H), 2.30 (m, 1H), 3.42 (t, 2H, J=7 Hz), 3.51 (d, 2H, J=7.0 Hz), 4.10 (m, 1H), 4.23 (dd, 1H, J=7.5, 10.5 Hz), 4.45 (dd, 1H, J=3.5, 11.0 Hz), 5.06-5.20 (m, 2H), 6.04 (m, 1H), 7.45 (d, 1H, J=3.0 Hz), 7.99 (d, 1H, J=3.0 Hz); MS (CI/NH3) m/z 353 (M+H)+. Anal. Calcd for C13H17ClN2O.1.4 HCl: C, 51... Starting materials: resultant mixture, ClC1=CC(=CC=C1)C(=O)OO (m-chloroperbenzoic acid), ClC1=CC(=CC=C1)C(=O)OO (m-chloroperbenzoic acid), C(C)(C)(C)C=1C=C(C=C(C1O)C(C)(C)C)C=1N=C2S(CCN2C1)=O (6-(3,5-di-tert-butyl-4-hydroxyphenyl)-2,3-dihydroimidazo[2,1-b]thiazole 1-oxide). Solvent: C(Cl)(Cl)Cl (chloroform). Conditions: time 30 minute. Product: C(C)(C)(C)C=1C=C(C=C(C1O)C(C)(C)C)C=1N=C2S(CCN2C1)(=O)=O (6-(3,5-di-tert-butyl-4-hydroxyphenyl)-2,3-dihydroimidazo[2,1-b]thiazole 1,1-dioxide). Isolated yield 31.9%. As a reaction SMILES: [C:1]([C:5]1[CH:6]=[C:7]([C:16]2[N:17]=[C:18]3[N:22]([CH:23]=2)[CH2:21][CH2:20][S:19]3=[O:24])[CH:8]=[C:9]([C:12]([CH3:15])([CH3:14])[CH3:13])[C:10]=1[OH:11])([CH3:4])([CH3:3])[CH3:2].ClC1C=CC=C(C(OO)=[O:33])C=1>C(Cl)(Cl)Cl>[C:1]([C:5]1[CH:6]=[C:7]([C:16]2[N:17]=[C:18]3[N:22]([CH:23]=2)[CH2:21][CH2:20][S:19]3(=[O:33])=[O:24])[CH:8]=[C:9]([C:12]([CH3:15])([CH3:14])[CH3:13])[C:10]=1[OH:11])([CH3:2])([CH3:3])[CH3:4]. Procedure: In 10 ml of chloroform was dissolved 0.6 g of 6-(3,5-di-tert-butyl-4-hydroxyphenyl)-2,3-dihydroimidazo[2,1-b]thiazole 1-oxide and then 0.4 g of m-chloroperbenzoic acid was added to the solution. After 30 minutes, 0.4 g of m-chloroperbenzoic acid was further added to the mixture and the resultant mixture was allowed to stand for one hour. The reaction mixture was washed with an aqueous 5% sodium hydrogen carbonate solution, dried, and then the solvent thereof was distilled off. The residue was pu...